This data is from the Open Reaction Database (ORD), a public repository of structured organic reaction records. The task is: describe an organic reaction: reactants, conditions, products, and yield Starting materials: CCCc1nc2cc(NCc3ccccc3)ccc2n1CC(=O)OC(C)(C)C, CN(C)c1ccncc1, O=C(Cl)C1CCCCC1, CCN(C(C)C)C(C)C, ClCCl, Cl. Product: CCCc1nc2cc(N(Cc3ccccc3)C(=O)C3CCCCC3)ccc2n1CC(=O)OC(C)(C)C. As a reaction SMILES: [C:10]([CH3:11])([CH3:12])([CH3:13])[O:14][C:15]([CH2:16][n:17]1[c:18]([CH2:34][CH2:35][CH3:36])[n:19][c:20]2[c:21]1[cH:22][cH:23][c:24]([NH:26][CH2:27][c:28]1[cH:29][cH:30][cH:31][cH:32][cH:33]1)[cH:25]2)=[O:37].[CH3:47][N:48]([c:49]1[cH:50][cH:51][n:52][cH:53][cH:54]1)[CH3:55].[CH:1]1([C:7](=[O:8])[Cl:9])[CH2:2][CH2:3][CH2:4][CH2:5][CH2:6]1.[CH:38]([N:39]([CH2:40][CH3:41])[CH:42]([CH3:43])[CH3:44])([CH3:45])[CH3:46].[Cl:56][CH2:57][Cl:58].[ClH:59]>>[CH:1]1([C:7](=[O:8])[N:26]([c:24]2[cH:23][cH:22][c:21]3[n:17]([CH2:16][C:15]([O:14][C:10]([CH3:11])([CH3:12])[CH3:13])=[O:37])[c:18]([CH2:34][CH2:35][CH3:36])[n:19][c:20]3[cH:25]2)[CH2:27][c:28]2[cH:29][cH:30][cH:31][cH:32][cH:33]2)[CH2:2][CH2:3][CH2:4][CH2:5][CH2:6]1. Starting materials: C(C)(=O)OCC1=NN2C(NC(=CC2=O)C(=O)OC)=N1 (Methyl 2-(acetoxymethyl)-4,7-dihydro-7-oxo-s-triazolo[1,5-a]pyrimidine-5-carboxylate), P(=O)(Cl)(Cl)Cl (phosphorus oxychloride). Yields the product C(C)(=O)OCC1=NN2C(N=C(C=C2Cl)C(=O)OC)=N1 (methyl 2-(acetoxymethyl)-7-chloro-s-triazolo[1,5-a]pyrimidine-5-carboxylate). As a reaction SMILES: [C:1]([O:4][CH2:5][C:6]1[N:19]=[C:9]2[NH:10][C:11]([C:15]([O:17][CH3:18])=[O:16])=[CH:12][C:13](=O)[N:8]2[N:7]=1)(=[O:3])[CH3:2].P(Cl)(Cl)([Cl:22])=O>>[C:1]([O:4][CH2:5][C:6]1[N:19]=[C:9]2[N:10]=[C:11]([C:15]([O:17][CH3:18])=[O:16])[CH:12]=[C:13]([Cl:22])[N:8]2[N:7]=1)(=[O:3])[CH3:2]. Procedure details: Methyl 2-(acetoxymethyl)-4,7-dihydro-7-oxo-s-triazolo[1,5-a]pyrimidine-5-carboxylate (500 mg) (1.87 mmol) are suspended in 20 l of phosphorus oxychloride. The suspension is held under reflux for 5 hours. The mixture is concentrated in a water-jet vacuum, the residue is treated with dichloromethane and ice/water and extracted several times with dichloromethane. After drying and evaporation of the extract the product is crystallized from methanol. There are obtained 400 mg of methyl 2-(acetoxymeth... Reactants: [N+](=O)([O-])C=1SC(=CC1)C=O (2-nitrothiophen-5-carboxaldehyde), S(=O)(=O)(CC#N)CC#N (sulfonyl diacetonitrile). Reagents/catalysts: N1CCCCC1 (piperidine). Run in C(C)O (ethanol). Yields the product C(#N)CS(=O)(=O)\C(\C#N)=C\C1=CC=C(S1)[N+](=O)[O-] ((E)-2-cyanomethylsulfonyl-3-(2-nitrothien-5-yl)acrylonitrile), C(#N)/C(=C\C1=CC=C(S1)[N+](=O)[O-])/S(=O)(=O)\C(\C#N)=C\C1=CC=C(S1)[N+](=O)[O-] ((E,E)-2-[[1-cyano-2-(2-nitrothien-5-yl)ethenyl]sulfonyl]-3-(2-nitrothien-5-yl)acrylonitrile). RXN SMILES: [N+:1]([C:4]1[S:5][C:6]([CH:9]=O)=[CH:7][CH:8]=1)([O-:3])=[O:2].[S:11]([CH2:17][C:18]#[N:19])([CH2:14][C:15]#[N:16])(=[O:13])=[O:12]>C(O)C.N1CCCCC1>[C:15]([CH2:14][S:11](/[C:17](=[CH:9]/[C:6]1[S:5][C:4]([N+:1]([O-:3])=[O:2])=[CH:8][CH:7]=1)/[C:18]#[N:19])(=[O:13])=[O:12])#[N:16].[C:15](/[C:14](/[S:11](/[C:17](=[CH:9]/[C:6]1[S:5][C:4]([N+:1]([O-:3])=[O:2])=[CH:8][CH:7]=1)/[C:18]#[N:19])(=[O:13])=[O:12])=[CH:9]\[C:6]1[S:5][C:4]([N+:1]([O-:3])=[O:2])=[CH:8][CH:7]=1)#[N:16]. Reported procedure: A mixture of (0.5 g) of 2-nitrothiophen-5-carboxaldehyde and (0.7 g) of sulfonyl diacetonitrile in 6 mL ethanol was refluxed with a few drops of piperidine for 4 hours. Ethanol was removed in a rotavap and the mixture worked up with ethylacetate, diluted acid and brine. A portion of the crude was then purified by HPLC on a C-18 column to provide (0.05 g) of (E)-2-cyanomethylsulfonyl-3-(2-nitrothien-5-yl)acrylonitrile along with (0.03 g) of (E,E)-2-[[1-cyano-2-(2-nitrothien-5-yl)ethenyl]sulfonyl]... Starting materials: ClC=1C=C(C=CC1)N1N=CC(=C1)NC(C1=CC=CC=C1)=O (N-(1-(3-chlorophenyl)-1H-pyrazol-4-yl)benzamide), S(O)(O)(=O)=O (sulfuric acid), [OH-].[Na+] (sodium hydroxide). Run in O (water). Conditions: time 3 hour. Product: ClC=1C=C(C=CC1)N1N=CC(=C1)N (1-(3-chlorophenyl)-1H-pyrazol-4-amine). Isolated yield 94.1%. RXN SMILES: [Cl:1][C:2]1[CH:3]=[C:4]([N:8]2[CH:12]=[C:11]([NH:13]C(=O)C3C=CC=CC=3)[CH:10]=[N:9]2)[CH:5]=[CH:6][CH:7]=1.S(=O)(=O)(O)O.[OH-].[Na+]>O>[Cl:1][C:2]1[CH:3]=[C:4]([N:8]2[CH:12]=[C:11]([NH2:13])[CH:10]=[N:9]2)[CH:5]=[CH:6][CH:7]=1 |f:2.3|. Procedure: N-(1-(3-chlorophenyl)-1H-pyrazol-4-yl)benzamide (1.34 g, 4.5 mmol) was heated with 68% sulfuric acid (24 mL) at 100° C. for 2 hours and then at 110° C. for 3 hours. The reaction was diluted with water (100 mL) and basified with sodium hydroxide solution. The aqueous mixture was extracted with ethyl acetate. The combined extracts were dried (sodium sulfate), filtered and evaporated. The solid were dried under high vacuum to provide the title compound (0.82 g; 94%) as a brown solid.